From a dataset of the Open Reaction Database (ORD), a public repository of structured organic reaction records. describe an organic reaction: reactants, conditions, products, and yield Reactants: CC1OC2=C(NC1=S)C=C(C=C2)CN2C=NC=C2 ((±)-2-methyl-3-thioxo-6-[(1-imidazolyl)-methyl]-3,4-dihydro-2H-1,4-benzoxazine), N (NH3), C1(=CC=CC=C1)C (toluene). The solvent is CO (methanol). Reaction conditions: time 2.5 hour. The product is CC1OC2=C(NC1N)C=C(C=C2)CN2C=NC=C2 ((±)-2-Methyl-3-amino-6-[(1-imidazolyl)-methyl]-3,4-dihydro-1,4-benzoxazine). RXN SMILES: [CH3:1][CH:2]1[C:7](=S)[NH:6][C:5]2[CH:9]=[C:10]([CH2:13][N:14]3[CH:18]=[CH:17][N:16]=[CH:15]3)[CH:11]=[CH:12][C:4]=2[O:3]1.[NH3:19].C1(C)C=CC=CC=1>CO>[CH3:1][CH:2]1[CH:7]([NH2:19])[NH:6][C:5]2[CH:9]=[C:10]([CH2:13][N:14]3[CH:18]=[CH:17][N:16]=[CH:15]3)[CH:11]=[CH:12][C:4]=2[O:3]1. Procedure details: 155 mg (0.597 mmol of (±)-2-methyl-3-thioxo-6-[(1-imidazolyl)-methyl]-3,4-dihydro-2H-1,4-benzoxazine is mixed with 10 ml of 7N NH3 in methanol, and it is stirred for 2.5 hours at room temperature. After 20 ml of toluene is added, the solvent is then spun off, and the desired compound is obtained quantitatively, melting point 152-156° C. Starting materials: CN(C)C(=[N+](C)C)ON1C2=C(C=CC=C2)N=N1.[B-](F)(F)(F)F (TBTU), C=1C=CC2=C(C1)N=NN2O (HOBT), CCN(C(C)C)C(C)C (DIPEA), CN(C)C=O (DMF), CN(C)C=O (DMF), N1=C(NC2=C1C=CC=C2)C(=O)O (benzimidazolecarboxylic acid), amine, CN(C)C=O (DMF), acid, acid. Solvent: O (water). Reaction conditions: time 2.5 hour. Yields the product N1=CC(=CC=C1)OC=1C=C(C=CC1)NC(=O)C1=NC2=C(N1)C=CC=C2 (N-[3-(pyridine-3-yloxy)phenyl]-1H-benzimidazole-2-carboxamide). As a reaction SMILES: [N:1]1[C:5]2[CH:6]=[CH:7][CH:8]=[CH:9][C:4]=2[NH:3][C:2]=1[C:10]([OH:12])=O.CN(C(ON1N=[N:28][C:23]2[CH:24]=[CH:25][CH:26]=[CH:27][C:22]1=2)=[N+](C)C)C.[B-](F)(F)(F)F.[CH:35]1[CH:36]=[CH:37]C2N(O)N=[N:41][C:39]=2[CH:40]=1.CCN(C(C)C)C(C)C.CN(C=[O:58])C>O>[N:41]1[CH:37]=[CH:36][CH:35]=[C:40]([O:58][C:25]2[CH:24]=[C:23]([NH:28][C:10]([C:2]3[NH:1][C:5]4[CH:6]=[CH:7][CH:8]=[CH:9][C:4]=4[N:3]=3)=[O:12])[CH:22]=[CH:27][CH:26]=2)[CH:39]=1 |f:1.2|. Procedure: 0.064 mmol of benzimidazolecarboxylic acid 4l was dissolved in DMF together with 0.064 mmol of the amine 5d, a solution of TBTU (0.096 mmol) in DMF, HOBT (0.026 mmol) in DMF and 0.32 mmol of DIPEA were added successively, and the mixture was stirred at room temperature. After 2.5 hours, 0.2 eq. of acid was added, and the mixture was stirred overnight. After further addition of 0.2 eq. of acid, the reaction mixture was diluted with water after 3 hours, and the resulting precipitate was filtered o...